Dataset: the Open Reaction Database (ORD), a public repository of structured organic reaction records. Task: describe an organic reaction: reactants, conditions, products, and yield Reactants: CC#CCO, [Cl-], Fc1c(Cl)cccc1Cc1cc(Cl)ncn1, [H-], [NH4+], [Na+], C1CCOC1. Yields the product CC#CCOc1cc(Cc2cccc(Cl)c2F)ncn1. RXN SMILES: [CH2:3]([C:4]#[C:5][CH3:6])[OH:7].[Cl-:24].[Cl:8][c:9]1[n:10][cH:11][n:12][c:13]([CH2:15][c:16]2[c:17]([F:23])[c:18]([Cl:22])[cH:19][cH:20][cH:21]2)[cH:14]1.[H-:1].[NH4+:25].[Na+:2].[O:26]1[CH2:27][CH2:28][CH2:29][CH2:30]1>>[CH2:3]([C:4]#[C:5][CH3:6])[O:7][c:9]1[n:10][cH:11][n:12][c:13]([CH2:15][c:16]2[c:17]([F:23])[c:18]([Cl:22])[cH:19][cH:20][cH:21]2)[cH:14]1. Starting materials: COC=1C=C(C(=O)N2C3=C(CC4=C(C2)C=CC=C4)C=CC=C3)C=CC1N (5-(3-methoxy-4-aminobenzoyl)-6,11-dihydro-5H-dibenz[b,e]azepine), C(C)(C)N(C(C)C)CC (N,N-diisopropylethylamine), ClC1=C(C(=O)Cl)C=CC(=C1)Cl (2,4-dichlorobenzoyl chloride). The solvent is C(Cl)Cl (methylene chloride). Reaction conditions: time 18 hour. The product is C1=CC=CC=2N(CC3=C(CC21)C=CC=C3)C(=O)C3=CC(=C(C=C3)NC(C3=C(C=C(C=C3)Cl)Cl)=O)OC (N-[4-[(6,11-Dihydro-5H-dibenz[b,e]azepin-5-yl)-carbonyl]-2-methoxyphenyl]-2,4-dichlorobenzamide). The yield is 92.5%. RXN SMILES: [CH3:1][O:2][C:3]1[CH:4]=[C:5]([CH:23]=[CH:24][C:25]=1[NH2:26])[C:6]([N:8]1[CH2:14][C:13]2[CH:15]=[CH:16][CH:17]=[CH:18][C:12]=2[CH2:11][C:10]2[CH:19]=[CH:20][CH:21]=[CH:22][C:9]1=2)=[O:7].C(N(CC)C(C)C)(C)C.[Cl:36][C:37]1[CH:45]=[C:44]([Cl:46])[CH:43]=[CH:42][C:38]=1[C:39](Cl)=[O:40]>C(Cl)Cl>[CH:19]1[C:10]2[CH2:11][C:12]3[CH:18]=[CH:17][CH:16]=[CH:15][C:13]=3[CH2:14][N:8]([C:6]([C:5]3[CH:23]=[CH:24][C:25]([NH:26][C:39](=[O:40])[C:38]4[CH:42]=[CH:43][C:44]([Cl:46])=[CH:45][C:37]=4[Cl:36])=[C:3]([O:2][CH3:1])[CH:4]=3)=[O:7])[C:9]=2[CH:22]=[CH:21][CH:20]=1. Reported procedure: A mixture of 1.0 g of 5-(3-methoxy-4-aminobenzoyl)-6,11-dihydro-5H-dibenz[b,e]azepine, 0.47 g of N,N-diisopropylethylamine and 0.76 g of 2,4-dichlorobenzoyl chloride in 25 ml of methylene chloride is stirred at room temperature for 18 hours. The reaction mixture is washed with water and saturated NaHCO3, dried (Na2SO4) and passed through a short pad of hydrous magnesium silicate. Hexane is added at the boil to give 1.39 g of the desired product as a crystalline solid, m.p. 212°-214° C. The reactants are OCCNN (2-hydroxyethylhydrazine), O=C(C(=O)OCC)CC(C)=O (ethyl 2,4-dioxopentanoate). Run in C(C)O (ethanol), C(C)O (ethanol). Reaction conditions: time 20 minute. The product is OCCN1N=C(C=C1C)C(=O)OCC (ethyl 1-(2-hydroxyethyl)-5-methyl-1H-pyrazole-3-carboxylate). Yield: 113.5%. Reaction SMILES: [OH:1][CH2:2][CH2:3][NH:4][NH2:5].O=[C:7]([CH2:13][C:14](=O)[CH3:15])[C:8]([O:10][CH2:11][CH3:12])=[O:9]>C(O)C>[OH:1][CH2:2][CH2:3][N:4]1[C:14]([CH3:15])=[CH:13][C:7]([C:8]([O:10][CH2:11][CH3:12])=[O:9])=[N:5]1. Procedure details: A solution of 2-hydroxyethylhydrazine (15.2 g, 200 mmol) in ethanol (50 mL) was added over a period of 30 minutes to a solution of ethyl 2,4-dioxopentanoate (31.6 g, 200 mmol) in ethanol (200 mL). The reaction mixture was stirred for an additional 20 minutes and then concentrated under reduced pressure to provide 45 g of ethyl 1-(2-hydroxyethyl)-5-methyl-1H-pyrazole-3-carboxylate a light brown oil. A portion (31.1 g) of this material was combined in a Parr vessel with methanol (25 mL) and concen... Starting materials: CCO, COC(=O)c1sccc1NC(=O)Cc1ccc(OC)cc1, NN, O. Yields the product COc1ccc(CC(=O)Nc2ccsc2C(=O)NN)cc1. As a reaction SMILES: [CH3:25][CH2:26][OH:27].[CH3:4][O:5][c:6]1[cH:7][cH:8][c:9]([CH2:12][C:13](=[O:14])[NH:15][c:16]2[c:17]([C:21]([O:23][CH3:22])=[O:24])[s:18][cH:19][cH:20]2)[cH:10][cH:11]1.[NH2:2][NH2:3].[OH2:1]>>[NH:2]([NH2:3])[C:21]([c:17]1[c:16]([NH:15][C:13]([CH2:12][c:9]2[cH:8][cH:7][c:6]([O:5][CH3:4])[cH:11][cH:10]2)=[O:14])[cH:20][cH:19][s:18]1)=[O:23]. Starting materials: C(C)(C)(C)C=1C=C2C=NN(C(C2=C(C1)F)=O)C1=NC=CC(=C1CO)C1=CN(C(C(=C1)N=C(C1=CC=CC=C1)C1=CC=CC=C1)=O)C (6-tert-butyl-2-(4-(5-(diphenylmethyleneamino)-1-methyl-6-oxo-1,6-dihydropyridin-3-yl)-3-(hydroxymethyl)pyridin-2-yl)-8-fluorophthalazin-1(2H)-one). Solvent: Cl.O1CCOCC1 (HCl dioxane). Reaction conditions: temperature 25 celsius, time 1 hour. The product is NC1=CC(=CN(C1=O)C)C1=C(C(=NC=C1)N1C(C2=C(C=C(C=C2C=N1)C(C)(C)C)F)=O)CO (2-(4-(5-amino-1-methyl-6-oxo-1,6-dihydropyridin-3-yl)-3-(hydroxymethyl)-pyridin-2-yl)-6-tert-butyl-8-fluorophthalazin-1(2H)-one). The yield is 49.6%. Reaction SMILES: [C:1]([C:5]1[CH:6]=[C:7]2[C:12](=[C:13]([F:15])[CH:14]=1)[C:11](=[O:16])[N:10]([C:17]1[C:22]([CH2:23][OH:24])=[C:21]([C:25]3[CH:30]=[C:29]([N:31]=C(C4C=CC=CC=4)C4C=CC=CC=4)[C:28](=[O:45])[N:27]([CH3:46])[CH:26]=3)[CH:20]=[CH:19][N:18]=1)[N:9]=[CH:8]2)([CH3:4])([CH3:3])[CH3:2]>Cl.O1CCOCC1>[NH2:31][C:29]1[C:28](=[O:45])[N:27]([CH3:46])[CH:26]=[C:25]([C:21]2[CH:20]=[CH:19][N:18]=[C:17]([N:10]3[N:9]=[CH:8][C:7]4[C:12](=[C:13]([F:15])[CH:14]=[C:5]([C:1]([CH3:4])([CH3:2])[CH3:3])[CH:6]=4)[C:11]3=[O:16])[C:22]=2[CH2:23][OH:24])[CH:30]=1 |f:1.2|. Procedure: A mixture of 123b (1.6 g, 2.6 mmol) in HCl/dioxane (4M, 10 mL) was stirred at 25° C. for 1 h. The mixture was evaporated in vacuo and the residue was purified by reverse-phase prep-HPLC to afford 123d (580 mg, 50%) as a pale yellow solid. MS-ESI: [M+H]+ 450.1. 1H NMR (500 MHz, DMSO-d6) δ 8.53-8.52 (m, 2H), 7.90 (d, J=1.0 Hz, 1H), 7.79-7.76 (m, 1H), 7.45 (d, J=5.0 Hz, 1H), 7.24 (d, J=2.5 Hz, 1H), 6.65 (d, J=2.0 Hz, 1H), 5.33 (s, 2H), 4.95-4.93 (m, 1H), 4.39 (s, 2H), 3.52 (s, 3H), 1.38 (s, 9H).